Dataset: the Open Reaction Database (ORD), a public repository of structured organic reaction records. Task: describe an organic reaction: reactants, conditions, products, and yield Starting materials: CI (methyl iodide), C(CCCC)OC=1C(=NSN1)C=1C=NC=CC1 (3-(4-pentyloxy-1,2,5-thiadiazol-3-yl) pyridine). The solvent is CC(=O)C (acetone). Conditions: time 18 hour. The product is [I-].C(CCCC)OC=1C(=NSN1)C=1C=[N+](C=CC1)C (3-(4-pentyloxy-1,2,5-thiadiazol-3-yl)-1-methylpyridinium iodide). RXN SMILES: [CH3:1][I:2].[CH2:3]([O:8][C:9]1[C:10]([C:14]2[CH:15]=[N:16][CH:17]=[CH:18][CH:19]=2)=[N:11][S:12][N:13]=1)[CH2:4][CH2:5][CH2:6][CH3:7]>CC(C)=O>[I-:2].[CH2:3]([O:8][C:9]1[C:10]([C:14]2[CH:15]=[N+:16]([CH3:1])[CH:17]=[CH:18][CH:19]=2)=[N:11][S:12][N:13]=1)[CH2:4][CH2:5][CH2:6][CH3:7] |f:3.4|. Procedure: A mixture of methyl iodide (0.3 ml, 5 mmol) and 3-(4-pentyloxy-1,2,5-thiadiazol-3-yl) pyridine (620 mg, 2.5 mmol) in acetone (5 ml) was stirred at room temperature for 18 h. The title compound precipitated from the solution and was collected by filtration to yield 0.81 g (84%). Starting materials: BrC1=C(C=C(C=C1)OC)O (2-bromo -5-methoxyphenol), three, C(C1=CC=CC=C1)OCCBr (benzyloxyethyl bromide), 2h, C(=O)([O-])[O-].[K+].[K+] (K2CO3). Run in CN(C)C=O (DMF). Conditions: temperature 65 celsius. The product is BrC1=C(C=C(C=C1)OC)OCCOCC1=CC=CC=C1 (1-bromo-4-methoxy-2-[2-(phenylmethoxy)ethoxy]benzene). The yield is 92.7%. As a reaction SMILES: [Br:1][C:2]1[CH:7]=[CH:6][C:5]([O:8][CH3:9])=[CH:4][C:3]=1[OH:10].C([O-])([O-])=O.[K+].[K+].[CH2:17]([O:24][CH2:25][CH2:26]Br)[C:18]1[CH:23]=[CH:22][CH:21]=[CH:20][CH:19]=1>CN(C=O)C>[Br:1][C:2]1[CH:7]=[CH:6][C:5]([O:8][CH3:9])=[CH:4][C:3]=1[O:10][CH2:26][CH2:25][O:24][CH2:17][C:18]1[CH:23]=[CH:22][CH:21]=[CH:20][CH:19]=1 |f:1.2.3|. Procedure: A 1 L three necked flask equipped with addition funnel was charged with 2-bromo -5-methoxyphenol (82.5 g, 0.4 mol) in DMF (600 mL) and treated with solid K2CO3 (61.75 g, 0.44 mol). The mixture was heated to 65° C. and benzyloxyethyl bromide (91.7 g, 0.42 mol) added dropwise over 30 minute period. After 2h the mixture was cooled to room temperature, filtered, and the filtrate partitioned with EtOAc (1 L) and H2O (1 L). The combined organic phases were washed with H2O (250 mL), brine (250 mL), dri... Starting materials: ClCCOC1=C(C=CC=C1)NC(=O)C=1C=2C=CNC2C=CC1 (N-[2-(2-chloroethoxy)phenyl]-1H-indol-4-carboxamide), C(C)(C)(C)N (tert-butylamine), O (water), [OH-].[Na+] (sodium hydroxide), C([O-])([O-])=O.[K+].[K+] (potassium carbonate). The solvent is C(C)O (ethanol), C(C)(=O)OCC (ethyl acetate). Product: CC(C)(C)NCCOC1=C(C=CC=C1)NC(=O)C=1C=2C=CNC2C=CC1 (N-[2-[2-[(1,1-dimethylethyl)amino]ethoxy]phenyl]-1H-indol-4-carboxamide). As a reaction SMILES: Cl[CH2:2][CH2:3][O:4][C:5]1[CH:10]=[CH:9][CH:8]=[CH:7][C:6]=1[NH:11][C:12]([C:14]1[C:15]2[CH:16]=[CH:17][NH:18][C:19]=2[CH:20]=[CH:21][CH:22]=1)=[O:13].O.[OH-].[Na+].C(=O)([O-])[O-].[K+].[K+].[C:32]([NH2:36])([CH3:35])([CH3:34])[CH3:33]>C(O)C.C(OCC)(=O)C>[CH3:33][C:32]([NH:36][CH2:2][CH2:3][O:4][C:5]1[CH:10]=[CH:9][CH:8]=[CH:7][C:6]=1[NH:11][C:12]([C:14]1[C:15]2[CH:16]=[CH:17][NH:18][C:19]=2[CH:20]=[CH:21][CH:22]=1)=[O:13])([CH3:35])[CH3:34] |f:2.3,4.5.6|. Reported procedure: With stirring at a pressure of 2 bars, a solution of 2.3 g of the product from Step A in 40 ml of ethanol and 37.5 ml of tert-butylamine was heated at 120° C. for 24 hours. After dilution with 400 ml of water and 400 ml of ethyl acetate, the solution was alkalized with sodium hydroxide and saturated with potassium carbonate. The mixture was extracted with ethyl acetate and the crystals obtained were triturated with ether to obtain 2.3 g of N-[2-[2-[(1,1-dimethylethyl)amino]ethoxy]phenyl]-1H-indo...